This data is from the Open Reaction Database (ORD), a public repository of structured organic reaction records. The task is: describe an organic reaction: reactants, conditions, products, and yield Reactants: C(C)(C)(C)OC(=O)N1[C@@H](C[C@H](C1)OS(=O)(=O)C)C(=O)N1CSCC1 ((2S, 4R)-4-Methanesulfonyloxy-2-(thiazolidine-3-carbonyl)-pyrrolidine-1-carboxylic acid tert-butyl ester), CN(C)C=O (DMF), O (water). The reagents and catalysts are [C-]#N.C(CCC)[N+](CCCC)(CCCC)CCCC (tetrabutylammonium cyanide). Conditions: temperature 50 celsius. The product is C(C)(C)(C)OC(=O)N1[C@@H](C[C@@H](C1)C#N)C(=O)N1CSCC1 ((2S 4S)-4-Cyano-2-(thiazolidine-3-carbonyl)-pyrrolidine-1-carboxylic acid tert-butyl ester). As a reaction SMILES: [C:1]([O:5][C:6]([N:8]1[CH2:12][C@H:11](OS(C)(=O)=O)[CH2:10][C@H:9]1[C:18]([N:20]1[CH2:24][CH2:23][S:22][CH2:21]1)=[O:19])=[O:7])([CH3:4])([CH3:3])[CH3:2].O.[CH3:26][N:27](C=O)C>[C-]#N.C([N+](CCCC)(CCCC)CCCC)CCC>[C:1]([O:5][C:6]([N:8]1[CH2:12][C@@H:11]([C:26]#[N:27])[CH2:10][C@H:9]1[C:18]([N:20]1[CH2:24][CH2:23][S:22][CH2:21]1)=[O:19])=[O:7])([CH3:4])([CH3:3])[CH3:2] |f:3.4|. Procedure: To a solution of Example 17B (16.55 g, 44 mmol) in dry DMF (100 mL) under nitrogen was added tetrabutylammonium cyanide (50 g, 200 mmol). The mixture was heated to 50° C. for 60 hours and then poured into cold water and extracted with ethyl acetate (3×250 mL). The combined organic layers were dried (magnesium sulfate) and concentrated under reduced pressure. The residue was purified by flash silica gel chromatography with 50% ethyl acetate/50% hexane to provide the titled compound (12 g). MS (ES... The reactants are Clc1ncnc2[nH]cc(Br)c12, CO, C#Cc1cccc(N)c1. The product is C#Cc1cccc(Nc2ncnc3[nH]cc(Br)c23)c1. RXN SMILES: [Br:1][c:2]1[cH:3][nH:4][c:5]2[n:6][cH:7][n:8][c:9]([Cl:11])[c:10]12.[CH3:21][OH:22].[NH2:12][c:13]1[cH:14][c:15]([C:19]#[CH:20])[cH:16][cH:17][cH:18]1>>[Br:1][c:2]1[cH:3][nH:4][c:5]2[n:6][cH:7][n:8][c:9]([NH:12][c:13]3[cH:14][c:15]([C:19]#[CH:20])[cH:16][cH:17][cH:18]3)[c:10]12. Reactants: CC1(OC[C@@H](O1)CN1CC(N(CC1(C)C)CC1=C2C(=NC(=C1)C1=C(C=C(C=C1)O)F)NN=C2C)(C)C)C (4-{4-[4-((S)-2,2-Dimethyl-[1,3]dioxolan-4-ylmethyl)-2,2,5,5-tetramethyl-piperazin-1-ylmethyl]-3-methyl-1H-pyrazolo[3,4-b]pyridin-6-yl}-3-fluoro-phenol), hydrorchloric acid. Solvent: O1CCOCC1 (dioxane), O (water). Yields the product FC1=C(C=CC(=C1)O)C1=CC(=C2C(=N1)NN=C2C)CN2CC(N(CC2(C)C)C[C@@H](CO)O)(C)C ((S)-3-{4-[6-(2-Fluoro-4-hydroxy-phenyl)-3-methyl-1H-pyrazolo[3,4-b]pyridin-4-ylmethyl]-2,2,5,5-tetramethyl-piperazin-1-yl}-propane-1,2-diol). Isolated yield 31.3%. Reaction SMILES: CC1(C)[O:6][C@@H:5]([CH2:7][N:8]2[C:13]([CH3:15])([CH3:14])[CH2:12][N:11]([CH2:16][C:17]3[CH:22]=[C:21]([C:23]4[CH:28]=[CH:27][C:26]([OH:29])=[CH:25][C:24]=4[F:30])[N:20]=[C:19]4[NH:31][N:32]=[C:33]([CH3:34])[C:18]=34)[C:10]([CH3:36])([CH3:35])[CH2:9]2)[CH2:4][O:3]1>O1CCOCC1.O>[F:30][C:24]1[CH:25]=[C:26]([OH:29])[CH:27]=[CH:28][C:23]=1[C:21]1[N:20]=[C:19]2[NH:31][N:32]=[C:33]([CH3:34])[C:18]2=[C:17]([CH2:16][N:11]2[C:10]([CH3:35])([CH3:36])[CH2:9][N:8]([CH2:7][C@H:5]([OH:6])[CH2:4][OH:3])[C:13]([CH3:15])([CH3:14])[CH2:12]2)[CH:22]=1. Reported procedure: 208 mg 4-{4-[4-((S)-2,2-Dimethyl-[1,3]dioxolan-4-ylmethyl)-2,2,5,5-tetramethyl-piperazin-1-ylmethyl]-3-methyl-1H-pyrazolo[3,4-b]pyridin-6-yl}-3-fluoro-phenol were dissolved in 2 ml of dioxane and 0.3 ml of water. 2 ml of hydrorchloric acid (4M in dioxane) were added. After 1.5 h at rt the volatiles were removed in vacuo and the residue was purified by HPLC. 60 mg of the title compound ewre obtained. Reactants: COC(=O)c1cc(O)cc(Br)c1, CCS(=O)(=O)c1ccc(F)c(Cl)c1. Product: CCS(=O)(=O)c1ccc(Oc2cc(Br)cc(C(=O)OC)c2)c(Cl)c1. RXN SMILES: [Br:1][c:2]1[cH:3][c:4]([C:5](=[O:6])[O:7][CH3:8])[cH:9][c:10]([OH:12])[cH:11]1.[CH2:13]([CH3:14])[S:15](=[O:16])(=[O:17])[c:18]1[cH:19][c:20]([Cl:25])[c:21]([F:24])[cH:22][cH:23]1>>[Br:1][c:2]1[cH:3][c:4]([C:5](=[O:6])[O:7][CH3:8])[cH:9][c:10]([O:12][c:21]2[c:20]([Cl:25])[cH:19][c:18]([S:15]([CH2:13][CH3:14])(=[O:16])=[O:17])[cH:23][cH:22]2)[cH:11]1. Reactants: ClC1=NC=NC(=C1OC)Cl (4,6-dichloro-5-methoxypyrimidine), [Cl-].[NH4+] (ammonium chloride), ClC1=CC=C(C=C1)CCO (2-(4-chlorophenyl)ethanol), [H-].[Na+] (sodium hydride), [H][H] (hydrogen). The solvent is O1CCCC1 (tetrahydrofuran). Reaction conditions: temperature 40 celsius, time 4 hour. Product: ClC1=CC=C(C=C1)CCOC1=NC=NC(=C1OC)Cl (4-[2-(4-chlorophenyl)ethoxy]-5-methoxy-6-chloropyrimidine). Isolated yield 88.0%. Reaction SMILES: [Cl:1][C:2]1[CH:7]=[CH:6][C:5]([CH2:8][CH2:9][OH:10])=[CH:4][CH:3]=1.[H-].[Na+].[H][H].[Cl:15][C:16]1[C:21]([O:22][CH3:23])=[C:20](Cl)[N:19]=[CH:18][N:17]=1.[Cl-].[NH4+]>O1CCCC1>[Cl:1][C:2]1[CH:7]=[CH:6][C:5]([CH2:8][CH2:9][O:10][C:20]2[C:21]([O:22][CH3:23])=[C:16]([Cl:15])[N:17]=[CH:18][N:19]=2)=[CH:4][CH:3]=1 |f:1.2,5.6|. Procedure details: 2.40 g (15.2 mmol) of 2-(4-chlorophenyl)ethanol were added dropwise at 40° C. to a suspension of 680 mg (22.7 mmol) of sodium hydride (80% suspension in oil) in 40 ml of dry tetrahydrofuran, and the mixture was stirred until the evolution of hydrogen had ceased. The mixture was then allowed to cool to room temperature, whereupon 2.7 g (15.2 mmol) of 4,6-dichloro-5-methoxypyrimidine (Monatshefte Chem. 96, 1661 (1965) were added in portions. The mixture was stirred for 1 hour at room temperature a... Starting materials: CS(=O)(=O)c1ncc(Cl)cn1, [H-], [Na+], C1CCOC1, O, Cc1ccc(-c2c(OCCO)nn(C)c2NS(=O)(=O)c2ccccn2)cc1. The product is Cc1ccc(-c2c(OCCOc3ncc(Cl)cn3)nn(C)c2NS(=O)(=O)c2ccccn2)cc1. RXN SMILES: [Cl:30][c:31]1[cH:32][n:33][c:34]([S:37]([CH3:38])(=[O:39])=[O:40])[n:35][cH:36]1.[H-:28].[Na+:29].[O:42]1[CH2:43][CH2:44][CH2:45][CH2:46]1.[OH2:41].[OH:1][CH2:2][CH2:3][O:4][c:5]1[n:6][n:7]([CH3:27])[c:8]([NH:17][S:18](=[O:19])(=[O:20])[c:21]2[n:22][cH:23][cH:24][cH:25][cH:26]2)[c:9]1-[c:10]1[cH:11][cH:12][c:13]([CH3:16])[cH:14][cH:15]1>>[O:1]([CH2:2][CH2:3][O:4][c:5]1[n:6][n:7]([CH3:27])[c:8]([NH:17][S:18](=[O:19])(=[O:20])[c:21]2[n:22][cH:23][cH:24][cH:25][cH:26]2)[c:9]1-[c:10]1[cH:11][cH:12][c:13]([CH3:16])[cH:14][cH:15]1)[c:34]1[n:33][cH:32][c:31]([Cl:30])[cH:36][n:35]1. The reactants are C(C)(C)(C)OC(CN1N(CCCC(C1=O)NC(C1=CC(=C(C(=C1)Cl)OCC=C)Cl)=O)S(=O)(=O)C)=O ([6-(4-Allyloxy-3,5-dichloro-benzoylamino)-2-methanesulfonyl-7-oxo-[1,2]diazepan-1-yl]-acetic acid tert-butyl ester), C(C1=CC=CC=C1)N1N(C(C(CCC1=O)NC(=O)C1=NC=CC2=CC=CC=C12)=O)CC(=O)O ({2-benzyl-6-[(isoquinoline-1-carbonyl)-amino]-3,7-dioxo-[1,2]diazepan-1-yl}-acetic acid). The product is C(C=C)OC1=C(C=C(C(=O)NC2CCCN(N(C2=O)CC(=O)O)S(=O)(=O)C)C=C1Cl)Cl ([6-(4-Allyloxy-3,5-dichloro-benzoylamino)-2-methanesulfonyl-7-oxo-[1,2]diazepan-1-yl]-acetic acid), C(C)(C)(C)OC(CN1N(CCCC(C1=O)N1C(C2=CC=CC=C2C1=O)=O)S(=O)(=O)C)=O ([6-(1,3-Dioxo-1,3-dihydro-isoindol-2-yl)-2-methanesulfonyl-7-oxo-[1,2]diazepan-1-yl]-acetic acid tert-butyl ester). The yield is 100.0%. Reaction SMILES: [C:1]([O:5][C:6](=[O:35])[CH2:7][N:8]1[C:14](=[O:15])[CH:13]([NH:16][C:17](=[O:30])[C:18]2[CH:23]=[C:22]([Cl:24])[C:21]([O:25][CH2:26][CH:27]=[CH2:28])=[C:20]([Cl:29])[CH:19]=2)[CH2:12][CH2:11][CH2:10][N:9]1[S:31]([CH3:34])(=[O:33])=[O:32])([CH3:4])([CH3:3])[CH3:2].C(N1[C:49](=[O:50])CCC(NC(C2C3C(=CC=CC=3)C=CN=2)=O)C(=O)N1CC(O)=O)C1C=CC=CC=1>>[CH2:26]([O:25][C:21]1[C:20]([Cl:29])=[CH:19][C:18]([C:17]([NH:16][CH:13]2[C:14](=[O:15])[N:8]([CH2:7][C:6]([OH:35])=[O:5])[N:9]([S:31]([CH3:34])(=[O:33])=[O:32])[CH2:10][CH2:11][CH2:12]2)=[O:30])=[CH:23][C:22]=1[Cl:24])[CH:27]=[CH2:28].[C:1]([O:5][C:6](=[O:35])[CH2:7][N:8]1[C:14](=[O:15])[CH:13]([N:16]2[C:17](=[O:30])[C:18]3[C:19](=[CH:20][CH:21]=[CH:22][CH:23]=3)[C:49]2=[O:50])[CH2:12][CH2:11][CH2:10][N:9]1[S:31]([CH3:34])(=[O:33])=[O:32])([CH3:2])([CH3:3])[CH3:4]. Reported procedure: [6-(4-Allyloxy-3,5-dichloro-benzoylamino)-2-methanesulfonyl-7-oxo-[1,2]diazepan-1-yl]-acetic acid (25) was prepared from [6-(4-allyloxy-3,5-dichloro-benzoylamino)-2-methanesulfonyl-7-oxo-[1,2]diazepan-1-yl]-acetic acid tert-butyl ester (24) by the method used to prepare 8a to afford 173 mg (100% yield) of the title compound. 1H-NMR (500 MHz, CDCl3) δ 1.74-1.77 (m, 1H), 1.91-1.93 (m, 1H), 2.22-2.25 (m, 2H), 3.19 (s, 3H), 3.39-3.44 (m, 1H), 4.24-4.28 (m, 2H), 4.61-4.63 (m, 2H), 4.71-4.75 (d, 1H), ... The reactants are Fc1ccc(Cn2c(NC3CCN(CCN=C=S)CC3)nc3ccccc32)cc1, Nc1ccccc1NCc1ccc(F)cc1, C1CCOC1. Yields the product Fc1ccc(CNc2ccccc2NC(=S)NCCN2CCC(Nc3nc4ccccc4n3Cc3ccc(F)cc3)CC2)cc1. As a reaction SMILES: [F:17][c:18]1[cH:19][cH:20][c:21]([CH2:24][n:25]2[c:26]([NH:34][CH:35]3[CH2:36][CH2:37][N:38]([CH2:41][CH2:42][N:43]=[C:44]=[S:45])[CH2:39][CH2:40]3)[n:27][c:28]3[c:29]2[cH:30][cH:31][cH:32][cH:33]3)[cH:22][cH:23]1.[F:1][c:2]1[cH:3][cH:4][c:5]([CH2:8][NH:9][c:10]2[c:11]([NH2:16])[cH:12][cH:13][cH:14][cH:15]2)[cH:6][cH:7]1.[O:46]1[CH2:47][CH2:48][CH2:49][CH2:50]1>>[F:1][c:2]1[cH:3][cH:4][c:5]([CH2:8][NH:9][c:10]2[c:11]([NH:16][C:44]([NH:43][CH2:42][CH2:41][N:38]3[CH2:37][CH2:36][CH:35]([NH:34][c:26]4[n:25]([CH2:24][c:21]5[cH:20][cH:19][c:18]([F:17])[cH:23][cH:22]5)[c:29]5[c:28]([n:27]4)[cH:33][cH:32][cH:31][cH:30]5)[CH2:40][CH2:39]3)=[S:45])[cH:12][cH:13][cH:14][cH:15]2)[cH:6][cH:7]1.